From a dataset of the Open Reaction Database (ORD), a public repository of structured organic reaction records. describe an organic reaction: reactants, conditions, products, and yield Reactants: BrC1=CC(=C(C2=CC=CC=C12)NC)[N+](=O)[O-] (4-bromo-N-methyl-2-nitro-1-naphthylamine), ClCCC(=O)Cl (3-chloropropanoyl chloride). Run at temperature 80 celsius, time 2 hour. Product: BrC1=CC2=C(N(C(=N2)CCCl)C)C2=CC=CC=C12 (5-Bromo-2-(2-Chloroethyl)-1-methyl-1H-naphth[1,2-d]imidazole). Reaction SMILES: [Br:1][C:2]1[C:11]2[C:6](=[CH:7][CH:8]=[CH:9][CH:10]=2)[C:5]([NH:12][CH3:13])=[C:4]([N+:14]([O-])=O)[CH:3]=1.[Cl:17][CH2:18][CH2:19][C:20](Cl)=O>>[Br:1][C:2]1[C:11]2[C:6](=[CH:7][CH:8]=[CH:9][CH:10]=2)[C:5]2[N:12]([CH3:13])[C:20]([CH2:19][CH2:18][Cl:17])=[N:14][C:4]=2[CH:3]=1. Procedure: A mixture of 80.3 g (0.286 mole) of 4-bromo-N-methyl-2-nitro-1-naphthylamine, prepared as described in the first part of Example 36, and 41 cc (0.426 mole) of 3-chloropropanoyl chloride is stirred for 2 hours at 60° C. and for a further 2 hours at 80° C. The excess of acyl chloride is distilled off at 40° C. under vacuum and the residue, taken up with methylene chloride, is washed first with a saturated NaHCO3 solution and then with water. Starting materials: C(C(C)(C)C)(=O)OC[C@H](C=1C(=C2C=CC(=NC2=CC1C)OS(=O)(=O)C(F)(F)F)C1=CC=C(C=C1)Cl)OC(C)(C)C ((S)-2-tert-butoxy-2-(5-(4-chlorophenyl)-7-methyl-2-(trifluoromethylsulfonyloxy)quinolin-6-yl)ethyl pivalate), C(C(C)(C)C)(=O)OC[C@H](C=1C(=C2C=CC(=NC2=CC1C)OS(=O)(=O)C(F)(F)F)C1=CC=C(C=C1)Cl)OC(C)(C)C ((S)-2-tert-butoxy-2-(5-(4-chlorophenyl)-7-methyl-2-(trifluoromethylsulfonyloxy)quinolin-6-yl)ethyl pivalate), C(C)(C)[Mg]Br.O1CCCC1 (tetrahydrofuran isopropylmagnesium bromide). The reagents and catalysts are C/C(=C/C(=O)C)/O.C/C(=C/C(=O)C)/O.C/C(=C/C(=O)C)/O.[Fe] (iron (III) acetylacetonate). Run in O1CCCC1.CN1C(CCC1)=O (tetrahydrofuran 1-methyl-2-pyrrolidinone). Product: C(C(C)(C)C)(=O)OC[C@H](C=1C(=C2C=CC(=NC2=CC1C)C(C)C)C1=CC=C(C=C1)Cl)OC(C)(C)C ((S)-2-tert-butoxy-2-(5-(4-chlorophenyl)-2-isopropyl-7-methylquinolin-6-yl)ethyl pivalate). Isolated yield 47.0%. RXN SMILES: [C:1]([O:7][CH2:8][C@@H:9]([O:36][C:37]([CH3:40])([CH3:39])[CH3:38])[C:10]1[C:11]([C:29]2[CH:34]=[CH:33][C:32]([Cl:35])=[CH:31][CH:30]=2)=[C:12]2[C:17](=[CH:18][C:19]=1[CH3:20])[N:16]=[C:15](OS(C(F)(F)F)(=O)=O)[CH:14]=[CH:13]2)(=[O:6])[C:2]([CH3:5])([CH3:4])[CH3:3].[CH:41]([Mg]Br)([CH3:43])[CH3:42].O1CCCC1>O1CCCC1.CN1CCCC1=O.C/C(/O)=C/C(C)=O.C/C(/O)=C/C(C)=O.C/C(/O)=C/C(C)=O.[Fe]>[C:1]([O:7][CH2:8][C@@H:9]([O:36][C:37]([CH3:38])([CH3:40])[CH3:39])[C:10]1[C:11]([C:29]2[CH:34]=[CH:33][C:32]([Cl:35])=[CH:31][CH:30]=2)=[C:12]2[C:17](=[CH:18][C:19]=1[CH3:20])[N:16]=[C:15]([CH:41]([CH3:43])[CH3:42])[CH:14]=[CH:13]2)(=[O:6])[C:2]([CH3:4])([CH3:5])[CH3:3] |f:1.2,3.4,5.6.7.8|. Procedure: To a solution of (S)-2-tert-butoxy-2-(5-(4-chlorophenyl)-7-methyl-2-(trifluoromethylsulfonyloxy)quinolin-6-yl)ethyl pivalate (compound of Example 26) (200 mg, 0.33 mmol) and iron (III) acetylacetonate (6 mg, 0.017 mmol) in anhydrous tetrahydrofuran/1-methyl-2-pyrrolidinone (5 mL/0.5 mL) at 0° C. was added 2.9 M in tetrahydrofuran isopropylmagnesium bromide (0.149 mL, 0.431 mmol) drop wise. The reaction was let warm to room temperature over three hours, quenched with water and extracted with ethy... Reactants: CCCC[N+](CCCC)(CCCC)CCCC, Cc1ccccc1, O=[N+]([O-])c1cccc2[nH]ccc12, [Na+], [OH-], O, O=S(=O)([O-])O, O=S(=O)(Cl)c1cccc2ccccc12. Product: O=[N+]([O-])c1cccc2c1ccn2S(=O)(=O)c1cccc2ccccc12. As a reaction SMILES: [CH2:41]([N+:42]([CH2:43][CH2:44][CH2:45][CH3:46])([CH2:47][CH2:48][CH2:49][CH3:50])[CH2:51][CH2:52][CH2:53][CH3:54])[CH2:55][CH2:56][CH3:57].[CH3:29][c:30]1[cH:31][cH:32][cH:33][cH:34][cH:35]1.[N+:1](=[O:2])([O-:3])[c:4]1[c:5]2[cH:6][cH:7][nH:8][c:9]2[cH:10][cH:11][cH:12]1.[Na+:14].[OH-:13].[OH2:58].[S:36]([O-:37])([OH:38])(=[O:39])=[O:40].[c:15]1([S:25](=[O:26])(=[O:27])[Cl:28])[cH:16][cH:17][cH:18][c:19]2[cH:20][cH:21][cH:22][cH:23][c:24]12>>[N+:1](=[O:2])([O-:3])[c:4]1[c:5]2[cH:6][cH:7][n:8]([S:25]([c:15]3[cH:16][cH:17][cH:18][c:19]4[cH:20][cH:21][cH:22][cH:23][c:24]34)(=[O:26])=[O:27])[c:9]2[cH:10][cH:11][cH:12]1. Reactants: COC(=O)[C@H]1N(CCC1)C(C1=CC=C(C=C1)N1CCC(CC1)CNC[C@@H](C1=CC(=C(C=C1)O)NS(=O)(=O)C)O)=O ((2S)-1-[4-(4-{[((2R)-2-hydroxy-2-{4-hydroxy-3-[(methylsulfonyl)-amino]-phenyl}-ethyl)amino]methyl}piperidin-1-yl)benzoyl]-pyrrolidine-2-carboxylic acid methyl ester), Cl (HCl). Solvent: CO (methanol), [OH-].[Na+] (sodium hydroxide). Yields the product O[C@@H](CNCC1CCN(CC1)C1=CC=C(C(=O)N2[C@@H](CCC2)C(=O)O)C=C1)C1=CC(=C(C=C1)O)NS(=O)(=O)C ((2S)-1-[4-(4-{[((2R)-2-Hydroxy-2-{4-Hydroxy-3-[(methylsulfonyl)-amino]phenyl}ethyl)amino]methyl}piperidin-1-yl)benzoyl]pyrrolidine-2-carboxylic Acid). Isolated yield 121.9%. Reaction SMILES: C[O:2][C:3]([C@@H:5]1[CH2:9][CH2:8][CH2:7][N:6]1[C:10](=[O:40])[C:11]1[CH:16]=[CH:15][C:14]([N:17]2[CH2:22][CH2:21][CH:20]([CH2:23][NH:24][CH2:25][C@H:26]([OH:39])[C:27]3[CH:32]=[CH:31][C:30]([OH:33])=[C:29]([NH:34][S:35]([CH3:38])(=[O:37])=[O:36])[CH:28]=3)[CH2:19][CH2:18]2)=[CH:13][CH:12]=1)=[O:4].Cl>CO.[OH-].[Na+]>[OH:39][C@H:26]([C:27]1[CH:32]=[CH:31][C:30]([OH:33])=[C:29]([NH:34][S:35]([CH3:38])(=[O:36])=[O:37])[CH:28]=1)[CH2:25][NH:24][CH2:23][CH:20]1[CH2:21][CH2:22][N:17]([C:14]2[CH:15]=[CH:16][C:11]([C:10]([N:6]3[CH2:7][CH2:8][CH2:9][C@H:5]3[C:3]([OH:4])=[O:2])=[O:40])=[CH:12][CH:13]=2)[CH2:18][CH2:19]1 |f:3.4|. Procedure: A solution (2S)-1-[4-(4-{[((2R)-2-hydroxy-2-{4-hydroxy-3-[(methylsulfonyl)-amino]-phenyl}-ethyl)amino]methyl}piperidin-1-yl)benzoyl]-pyrrolidine-2-carboxylic acid methyl ester (0.072 g, 0.12 mmol) in methanol (2 mL) and 1N sodium hydroxide (0.37 mL) was stirred at ambient temperature overnight. The reaction mixture was neutralized with 1N HCl (0.37 mL) and concentrated in vacuo. The residual solid was washed with water, then ether to give reasonably pure product (0.082 g). Reactants: BrC=1C=CC(=NC1)C=1NC(=CC1)C(CC1CCOCC1)C1=CC=C(C=C1)S(=O)(=O)C1CC1 (5-bromo-2-(5-{1-[4-(cyclopropylsulfonyl)phenyl]-2-(tetrahydro-2H-pyran-4-yl)ethyl}-1H-pyrrol-2-yl)pyridine), SCCO (2-sulfanylethanol). The reagents and catalysts are C=1C=CC(=CC1)[P](C=2C=CC=CC2)(C=3C=CC=CC3)[Pd]([P](C=4C=CC=CC4)(C=5C=CC=CC5)C=6C=CC=CC6)([P](C=7C=CC=CC7)(C=8C=CC=CC8)C=9C=CC=CC9)[P](C=1C=CC=CC1)(C=1C=CC=CC1)C=1C=CC=CC1 (tetrakistriphenylphosphinepalladium(0)). The solvent is C(C)(=O)OCC (ethyl acetate), CN(C=O)C (N,N-dimethylformamide). The product is C1(CC1)S(=O)(=O)C1=CC=C(C=C1)C(CC1CCOCC1)C1=CC=C(N1)C1=CC=C(C=N1)SCCO (2-{[6-(5-{1-[4-(cyclopropylsulfonyl)phenyl]-2-(tetrahydro-2H-pyran-4-yl)ethyl}-1H-pyrrol-2-yl)pyridin-3-yl]sulfanyl}ethanol). The yield is 57.0%. Reaction SMILES: Br[C:2]1[CH:3]=[CH:4][C:5]([C:8]2[NH:9][C:10]([CH:13]([C:21]3[CH:26]=[CH:25][C:24]([S:27]([CH:30]4[CH2:32][CH2:31]4)(=[O:29])=[O:28])=[CH:23][CH:22]=3)[CH2:14][CH:15]3[CH2:20][CH2:19][O:18][CH2:17][CH2:16]3)=[CH:11][CH:12]=2)=[N:6][CH:7]=1.[SH:33][CH2:34][CH2:35][OH:36]>CN(C)C=O.C(OCC)(=O)C.C1C=CC([P]([Pd]([P](C2C=CC=CC=2)(C2C=CC=CC=2)C2C=CC=CC=2)([P](C2C=CC=CC=2)(C2C=CC=CC=2)C2C=CC=CC=2)[P](C2C=CC=CC=2)(C2C=CC=CC=2)C2C=CC=CC=2)(C2C=CC=CC=2)C2C=CC=CC=2)=CC=1>[CH:30]1([S:27]([C:24]2[CH:25]=[CH:26][C:21]([CH:13]([C:10]3[NH:9][C:8]([C:5]4[N:6]=[CH:7][C:2]([S:33][CH2:34][CH2:35][OH:36])=[CH:3][CH:4]=4)=[CH:12][CH:11]=3)[CH2:14][CH:15]3[CH2:20][CH2:19][O:18][CH2:17][CH2:16]3)=[CH:22][CH:23]=2)(=[O:29])=[O:28])[CH2:32][CH2:31]1 |^1:51,53,72,91|. Procedure: To a solution of 5-bromo-2-(5-{1-[4-(cyclopropylsulfonyl)phenyl]-2-(tetrahydro-2H-pyran-4-yl)ethyl}-1H-pyrrol-2-yl)pyridine (200 mg) in N,N-dimethylformamide (1 mL) were added 2-sulfanylethanol (63 μL) and tetrakistriphenylphosphinepalladium(0) (230 mg), and the mixture was stirred using a microwave synthesis apparatus at 120° C. for 3 hr. After cooling to room temperature, the reaction mixture was diluted with ethyl acetate and washed with water. The ethyl acetate layer was washed with saturate... Starting materials: CC(=O)c1ccc(C2=CCC(C)(C)CC2)c(NC(=O)c2nc(C#N)cn2COCC[Si](C)(C)C)c1, CCOC(C)=O, ClCCl. The product is CC(=O)c1ccc(C2=CCC(C)(C)CC2)c(NC(=O)c2nc(C#N)c[nH]2)c1. As a reaction SMILES: [C:1]([CH3:2])(=[O:3])[c:4]1[cH:5][cH:6][c:7]([C:28]2=[CH:29][CH2:30][C:31]([CH3:34])([CH3:35])[CH2:32][CH2:33]2)[c:8]([NH:10][C:11](=[O:12])[c:13]2[n:14]([CH2:20][O:21][CH2:22][CH2:23][Si:24]([CH3:25])([CH3:26])[CH3:27])[cH:15][c:16]([C:18]#[N:19])[n:17]2)[cH:9]1.[CH3:36][CH2:37][O:38][C:39]([CH3:40])=[O:41].[Cl:42][CH2:43][Cl:44]>>[C:1]([CH3:2])(=[O:3])[c:4]1[cH:5][cH:6][c:7]([C:28]2=[CH:29][CH2:30][C:31]([CH3:34])([CH3:35])[CH2:32][CH2:33]2)[c:8]([NH:10][C:11](=[O:12])[c:13]2[nH:14][cH:15][c:16]([C:18]#[N:19])[n:17]2)[cH:9]1. The reactants are CCCCC (pentane), ClC=1C=C(C=C(C1)C(C)O)C1=CC=C(C=C1)C#N ((±)-3′-chloro-5′-(1-hydroxyethyl)biphenyl-4-carbonitrile), C(Br)(Br)(Br)Br (carbon tetrabromide), C1(=CC=CC=C1)P(C1=CC=CC=C1)C1=CC=CC=C1 (triphenylphosphine). Solvent: O1CCCC1 (tetrahydrofuran). Conditions: time 45 minute. Yields the product BrC(C)C=1C=C(C=C(C1)Cl)C1=CC=C(C=C1)C#N ((±)-3′-(1-Bromoethyl)-5′-chlorobiphenyl-4-carbonitrile). RXN SMILES: [Cl:1][C:2]1[CH:3]=[C:4]([C:11]2[CH:16]=[CH:15][C:14]([C:17]#[N:18])=[CH:13][CH:12]=2)[CH:5]=[C:6]([CH:8](O)[CH3:9])[CH:7]=1.C(Br)(Br)(Br)[Br:20].C1(P(C2C=CC=CC=2)C2C=CC=CC=2)C=CC=CC=1.CCCCC>O1CCCC1>[Br:20][CH:8]([C:6]1[CH:5]=[C:4]([C:11]2[CH:16]=[CH:15][C:14]([C:17]#[N:18])=[CH:13][CH:12]=2)[CH:3]=[C:2]([Cl:1])[CH:7]=1)[CH3:9]. Procedure details: To a solution of (±)-3′-chloro-5′-(1-hydroxyethyl)biphenyl-4-carbonitrile (171 mg, 0.664 mmol) and carbon tetrabromide (264 mg, 0.796 mmol) in tetrahydrofuran (2 mL) at 0° C. was added triphenylphosphine (209 mg, 0.796 mmol). The resulting solution was stirred at room temperature for 45 min. The reaction was diluted with ca. 2 volumes of pentane and filtered to remove the undissolved solids which were discarded. The organics were concentrated and purified by column chromatography (3%→8% ethyl ac... The reactants are CCN=C=NCCCN(C)C.Cl (EDCI.HCl), N1CCOCC1 (Morpholine), FC1=C(C(=O)O)C=C(C=C1)I (2-Fluoro-5-iodobenzoic acid). Reagents/catalysts: CN(C)C=1C=CN=CC1 (DMAP). The solvent is CC#N (MeCN), CCOC(=O)C (EtOAc). Conditions: temperature 0 celsius, time 8 hour. Yields the product FC1=C(C=C(C=C1)I)C(=O)N1CCOCC1 ((2-fluoro-5-iodophenyl)(morpholino)methanone). Reaction SMILES: [F:1][C:2]1[CH:10]=[CH:9][C:8]([I:11])=[CH:7][C:3]=1[C:4]([OH:6])=O.[NH:12]1[CH2:17][CH2:16][O:15][CH2:14][CH2:13]1.CCN=C=NCCCN(C)C.Cl>CC#N.CN(C1C=CN=CC=1)C.CCOC(C)=O>[F:1][C:2]1[CH:10]=[CH:9][C:8]([I:11])=[CH:7][C:3]=1[C:4]([N:12]1[CH2:17][CH2:16][O:15][CH2:14][CH2:13]1)=[O:6] |f:2.3|. Procedure: 2-Fluoro-5-iodobenzoic acid (2 g, 0.0088 mol) was dissolved in MeCN (44 ml) and the mixture cooled to 0° C. Morpholine (0.929 ml, 1.2 eq) followed by EDCI.HCl (2.03 g, 1.2 eq) and DMAP (108 mg, 0.1 eq) were added and the mixture stirred overnight. The mixture was diluted with EtOAc, washed with NH4Cl(sat), dried (MgSO4), and concentrated. The resulting residue was then purified by silica gel chromatography (0-30% EtOAc in hexane) gave 2 g of M1-5. LCMS MH+=336. The reactants are COC(CCC1=CN(C2=CC=C(C=C12)Cl)S(=O)(=O)C=1C=NC=C(C1)C1=CC=C(C=C1)C(F)(F)F)=O (3-{5-chloro-1-[5-(4-trifluoromethyl-phenyl)-pyridine-3-sulfonyl]-1H-indol-3-yl}-propionic acid methyl ester), Cl (HCl), [Li+].[OH-] (LiOH), CCCCCC.C(C)(=O)OCC (ethyl acetate hexane). The solvent is mixture, O1CCCC1 (tetrahydrofuran). The product is ClC=1C=C2C(=CN(C2=CC1)S(=O)(=O)C=1C=NC=C(C1)C1=CC=C(C=C1)C(F)(F)F)CCC(=O)O (3-{5-chloro-1-[5-(4-trifluoromethyl-phenyl)-pyridine-3-sulfonyl]-1H-indol-3-yl}-propionic acid). Reaction SMILES: C[O:2][C:3](=[O:35])[CH2:4][CH2:5][C:6]1[C:14]2[C:9](=[CH:10][CH:11]=[C:12]([Cl:15])[CH:13]=2)[N:8]([S:16]([C:19]2[CH:20]=[N:21][CH:22]=[C:23]([C:25]3[CH:30]=[CH:29][C:28]([C:31]([F:34])([F:33])[F:32])=[CH:27][CH:26]=3)[CH:24]=2)(=[O:18])=[O:17])[CH:7]=1.[Li+].[OH-].CCCCCC.C(OCC)(=O)C.Cl>O1CCCC1>[Cl:15][C:12]1[CH:13]=[C:14]2[C:9](=[CH:10][CH:11]=1)[N:8]([S:16]([C:19]1[CH:20]=[N:21][CH:22]=[C:23]([C:25]3[CH:26]=[CH:27][C:28]([C:31]([F:33])([F:34])[F:32])=[CH:29][CH:30]=3)[CH:24]=1)(=[O:17])=[O:18])[CH:7]=[C:6]2[CH2:5][CH2:4][C:3]([OH:35])=[O:2] |f:1.2,3.4|. Procedure: The 3-{5-chloro-1-[5-(4-trifluoromethyl-phenyl)-pyridine-3-sulfonyl]-1H-indol-3-yl}-propionic acid methyl ester 13 (20 mg, 0.00038 mol) was dissolved in 4 mL mixture of tetrahydrofuran:1N LiOH (4:1) and stirred vigorously overnight. TLC (20% ethyl acetate hexane) indicated absence of starting material and a new spot. The reaction was acidified by adding 1N HCl (pH 0-1 by pH paper) and extracted with 12 mL of ethyl acetate, which was dried over MgSO4. A silica plate was carried out using 2% metha...